This data is from the Open Reaction Database (ORD), a public repository of structured organic reaction records. The task is: describe an organic reaction: reactants, conditions, products, and yield The reactants are C[Mg+], [Cl-], CON(C)C(=O)c1cccc(-c2nc3sccn3c2-c2ccnc(NC3CCCN(S(=O)(=O)c4ccc(Cl)cc4)C3)n2)c1, C1CCOC1. The product is CC(=O)c1cccc(-c2nc3sccn3c2-c2ccnc(NC3CCCN(S(=O)(=O)c4ccc(Cl)cc4)C3)n2)c1. Reaction SMILES: [CH3:45][Mg+:46].[Cl-:44].[Cl:1][c:2]1[cH:3][cH:4][c:5]([S:8](=[O:9])(=[O:10])[N:11]2[CH2:12][CH:13]([NH:17][c:18]3[n:19][cH:20][cH:21][c:22](-[c:24]4[c:25](-[c:32]5[cH:33][c:34]([C:35](=[O:36])[N:37]([O:38][CH3:39])[CH3:40])[cH:41][cH:42][cH:43]5)[n:26][c:27]5[s:28][cH:29][cH:30][n:31]45)[n:23]3)[CH2:14][CH2:15][CH2:16]2)[cH:6][cH:7]1.[O:47]1[CH2:48][CH2:49][CH2:50][CH2:51]1>>[Cl:1][c:2]1[cH:3][cH:4][c:5]([S:8](=[O:9])(=[O:10])[N:11]2[CH2:12][CH:13]([NH:17][c:18]3[n:19][cH:20][cH:21][c:22](-[c:24]4[c:25](-[c:32]5[cH:33][c:34]([C:35](=[O:36])[CH3:45])[cH:41][cH:42][cH:43]5)[n:26][c:27]5[s:28][cH:29][cH:30][n:31]45)[n:23]3)[CH2:14][CH2:15][CH2:16]2)[cH:6][cH:7]1.